Dataset: the Open Reaction Database (ORD), a public repository of structured organic reaction records. Task: describe an organic reaction: reactants, conditions, products, and yield Reactants: Cc1cncc(C(=O)O)c1, Nc1cnc(OC2CCC2)c(-c2ccc(Cl)cc2)c1. The product is Cc1cncc(C(=O)Nc2cnc(OC3CCC3)c(-c3ccc(Cl)cc3)c2)c1. Reaction SMILES: [CH3:20][c:21]1[cH:22][c:23]([C:27](=[O:28])[OH:29])[cH:24][n:25][cH:26]1.[Cl:1][c:2]1[cH:3][cH:4][c:5](-[c:8]2[cH:9][c:10]([NH2:19])[cH:11][n:12][c:13]2[O:14][CH:15]2[CH2:16][CH2:17][CH2:18]2)[cH:6][cH:7]1>>[Cl:1][c:2]1[cH:3][cH:4][c:5](-[c:8]2[cH:9][c:10]([NH:19][C:27]([c:23]3[cH:22][c:21]([CH3:20])[cH:26][n:25][cH:24]3)=[O:28])[cH:11][n:12][c:13]2[O:14][CH:15]2[CH2:16][CH2:17][CH2:18]2)[cH:6][cH:7]1.